The task is: describe an organic reaction: reactants, conditions, products, and yield. This data is from the Open Reaction Database (ORD), a public repository of structured organic reaction records. Reactants: S1C(=NC2=C1C=CC=C2)SS[C@@H]2[C@@H](C(N2C(C(=O)OCC2=CC=C(C=C2)[N+](=O)[O-])C(=C)C)=O)NC(COC2=CC=CC=C2)=O (4-nitrobenzyl 2-[(3R,4R)-4-[(benzothiazol-2-yl)dithio]-3-phenoxyacetamido-2-oxo-azetidin-1-yl]-3-methyl-3-butenoate), O.C1(=CC=C(C=C1)S(=O)[O-])C.[Na+] (sodium p-toluenesulfinate hydrate). The reagents and catalysts are [N+](=O)([O-])[O-].[Ag+] (silver nitrate). Run in CC(=O)C (acetone), CC(=O)C (acetone), O (water), O (water). Conditions: time 1 hour. Yields the product C1(=CC=C(C=C1)S(=O)(=O)S[C@@H]1[C@@H](C(N1C(C(=O)OCC1=CC=C(C=C1)[N+](=O)[O-])C(=C)C)=O)NC(COC1=CC=CC=C1)=O)C (4-Nitrobenzyl 2-[(3R,4R)-4-(p-toluenesulfonylthio)-3-phenoxyacetamido-2-oxo-azetidin-1-yl]-3-methyl-3-butenoate). Reaction SMILES: S1C2C=CC=CC=2N=C1S[S:11][C@H:12]1[N:15]([CH:16]([C:30]([CH3:32])=[CH2:31])[C:17]([O:19][CH2:20][C:21]2[CH:26]=[CH:25][C:24]([N+:27]([O-:29])=[O:28])=[CH:23][CH:22]=2)=[O:18])[C:14](=[O:33])[C@H:13]1[NH:34][C:35](=[O:44])[CH2:36][O:37][C:38]1[CH:43]=[CH:42][CH:41]=[CH:40][CH:39]=1.O.[C:46]1([CH3:55])[CH:51]=[CH:50][C:49]([S:52]([O-:54])=[O:53])=[CH:48][CH:47]=1.[Na+]>CC(C)=O.O.[N+]([O-])([O-])=O.[Ag+]>[C:46]1([CH3:55])[CH:51]=[CH:50][C:49]([S:52]([S:11][C@H:12]2[N:15]([CH:16]([C:30]([CH3:32])=[CH2:31])[C:17]([O:19][CH2:20][C:21]3[CH:26]=[CH:25][C:24]([N+:27]([O-:29])=[O:28])=[CH:23][CH:22]=3)=[O:18])[C:14](=[O:33])[C@H:13]2[NH:34][C:35](=[O:44])[CH2:36][O:37][C:38]2[CH:39]=[CH:40][CH:41]=[CH:42][CH:43]=2)(=[O:54])=[O:53])=[CH:48][CH:47]=1 |f:1.2.3,6.7|. Reported procedure: A suspension of 4-nitrobenzyl 2-[(3R,4R)-4-[(benzothiazol-2-yl)dithio]-3-phenoxyacetamido-2-oxo-azetidin-1-yl]-3-methyl-3-butenoate (XIIIc, 3.25 g, 0.005 mole) in acetone (90 mL) and water (10 mL) was treated at room temperature with silver nitrate (1.06 g, 0.00625 mole), followed by treatment with a solution of sodium p-toluenesulfinate hydrate (0.90 g, 0.050 mole) in acetone (70 mL) - water (10 mL). The slurry was stirred for 1 h at room temperature under darkness. It was then filtered through... The reactants are OC=1C=C2C(CC3(CCC3)OC2=CC1)=O (6-hydroxyspiro[chromene-2,1′-cyclobutan]-4-(3H)-one), C([O-])([O-])=O.[K+].[K+] (potassium carbonate), CI (methyl iodide). The solvent is CN(C=O)C (dimethylformamide), O (water). Reaction conditions: time 2 hour. Product: COC=1C=C2C(CC3(CCC3)OC2=CC1)=O (6-Methoxyspiro[chromene-2,1′-cyclobutan]-4(3H)-one). Yield: 95.0%. As a reaction SMILES: [OH:1][C:2]1[CH:3]=[C:4]2[C:12](=[CH:13][CH:14]=1)[O:11][C:7]1([CH2:10][CH2:9][CH2:8]1)[CH2:6][C:5]2=[O:15].[C:16](=O)([O-])[O-].[K+].[K+].CI>CN(C)C=O.O>[CH3:16][O:1][C:2]1[CH:3]=[C:4]2[C:12](=[CH:13][CH:14]=1)[O:11][C:7]1([CH2:8][CH2:9][CH2:10]1)[CH2:6][C:5]2=[O:15] |f:1.2.3|. Reported procedure: To the stirred solution of 6-hydroxyspiro[chromene-2,1′-cyclobutan]-4-(3H)-one (8 g, 39.215 mmol) in dry dimethylformamide (150 ml), potassium carbonate (16.28 g, 117.64 mmol) and methyl iodide (4.88 ml, 78.431 mmol) were added and the reaction mixture was stirred at room temperature under nitrogen atmosphere for 2 h. After the completion of the reaction, the reaction mixture was diluted with water (100 ml), extracted with ethyl acetate (3×300 ml), the combined organic layers washed with water (...